From a dataset of the Open Reaction Database (ORD), a public repository of structured organic reaction records. describe an organic reaction: reactants, conditions, products, and yield The reactants are C(C)OC(=O)C=1C(=C2C(=C(N1)Br)ON=C2C2=CC=CC=C2)O (7-bromo-4-hydroxy-3-phenyl-isoxazolo[5,4-c]pyridine-5-carboxylic acid ethyl ester), C[Sn](C)(C)C (tetramethyltin). Reagents/catalysts: Cl[Pd]([P](C1=CC=CC=C1)(C2=CC=CC=C2)C3=CC=CC=C3)([P](C4=CC=CC=C4)(C5=CC=CC=C5)C6=CC=CC=C6)Cl (bis(triphenylphosphine)palladium(II) dichloride). Solvent: CN(C=O)C (dimethylformamide). Run at temperature 130 celsius, time 1 hour. Product: C(C)OC(=O)C=1C(=C2C(=C(N1)C)ON=C2C2=CC=CC=C2)O (4-Hydroxy-7-methyl-3-phenyl-isoxazolo[5,4-c]pyridine-5-carboxylic acid ethyl ester). Yield: 49.8%. As a reaction SMILES: [CH2:1]([O:3][C:4]([C:6]1[C:7]([OH:22])=[C:8]2[C:15]([C:16]3[CH:21]=[CH:20][CH:19]=[CH:18][CH:17]=3)=[N:14][O:13][C:9]2=[C:10](Br)[N:11]=1)=[O:5])[CH3:2].[CH3:23][Sn](C)(C)C>Cl[Pd](Cl)([P](C1C=CC=CC=1)(C1C=CC=CC=1)C1C=CC=CC=1)[P](C1C=CC=CC=1)(C1C=CC=CC=1)C1C=CC=CC=1.CN(C)C=O>[CH2:1]([O:3][C:4]([C:6]1[C:7]([OH:22])=[C:8]2[C:15]([C:16]3[CH:21]=[CH:20][CH:19]=[CH:18][CH:17]=3)=[N:14][O:13][C:9]2=[C:10]([CH3:23])[N:11]=1)=[O:5])[CH3:2] |^1:30,49|. Procedure details: A mixture of 7-bromo-4-hydroxy-3-phenyl-isoxazolo[5,4-c]pyridine-5-carboxylic acid ethyl ester (231 mg, 0.64 mmol), tetramethyltin (177 μl, 1.28 mmol), bis(triphenylphosphine)palladium(II) dichloride (45 mg, 0.06 mmol), and dimethylformamide (2.5 ml) was stirred at 130° C. for 1 h before it was cooled to room temperature, quenched with water, and filtered. The filtrate was partitioned between ethyl acetate and water. The organic layer was washed with brine, dried over anhydrous sodium sulfate an... The reactants are CNCCN(C)C, COc1ccc2c(Nc3c(Cl)cncc3Cl)cc(=O)[nH]c2c1OCCCCCCCl, Cl. Yields the product COc1ccc2c(Nc3c(Cl)cncc3Cl)cc(=O)[nH]c2c1OCCCCCCN(C)CCN(C)C. RXN SMILES: [CH3:31][N:32]([CH2:33][CH2:34][NH:35][CH3:36])[CH3:37].[Cl:1][CH2:2][CH2:3][CH2:4][CH2:5][CH2:6][CH2:7][O:8][c:9]1[c:10]([O:29][CH3:30])[cH:11][cH:12][c:13]2[c:14]([NH:20][c:21]3[c:22]([Cl:28])[cH:23][n:24][cH:25][c:26]3[Cl:27])[cH:15][c:16](=[O:19])[nH:17][c:18]12.[ClH:38]>>[CH2:2]([CH2:3][CH2:4][CH2:5][CH2:6][CH2:7][O:8][c:9]1[c:10]([O:29][CH3:30])[cH:11][cH:12][c:13]2[c:14]([NH:20][c:21]3[c:22]([Cl:28])[cH:23][n:24][cH:25][c:26]3[Cl:27])[cH:15][c:16](=[O:19])[nH:17][c:18]12)[N:35]([CH2:34][CH2:33][N:32]([CH3:31])[CH3:37])[CH3:36]. The reactants are C(C)OC(=O)C=1N=C(OC1C1=CC=C(C=C1)N1CCN(CC1)C(=O)OC(C)(C)C)I (tert-butyl 4-(4-(4-(ethoxycarbonyl)-2-iodooxazol-5-yl)phenyl)piperazine-1-carboxylate), NC=1C(=CC=CC1)C (o-toluidine), C1(CCCCC1)P(C1=C(C=CC=C1)C1=C(C=C(C=C1CCC)CCC)CCC)C1CCCCC1 (2-(dicyclohexylphosphino)-2′,4′,6′-tri-1-propyl-1,1′-biphenyl), C([O-])([O-])=O.[K+].[K+] (potassium carbonate). Reagents/catalysts: C=1C=CC(=CC1)/C=C/C(=O)/C=C/C2=CC=CC=C2.C=1C=CC(=CC1)/C=C/C(=O)/C=C/C2=CC=CC=C2.C=1C=CC(=CC1)/C=C/C(=O)/C=C/C2=CC=CC=C2.[Pd].[Pd] (tris(dibenzylideneacetone)dipalladium(0)). Solvent: CN(C)C=O (DMF). Conditions: temperature 150 celsius. Product: C=1(C(=CC=CC1)NC=1OC(=C(N1)C(=O)OCC)C1=CC=C(C=C1)N1CCN(CC1)C(=O)OC(C)(C)C)C (tert-butyl 4-(4-(2-(o-toluidino)-4-(ethoxycarbonyl)oxazol-5-yl)phenyl)piperazine-1-carboxylate). Yield: 54.5%. Reaction SMILES: [CH2:1]([O:3][C:4]([C:6]1[N:7]=[C:8](I)[O:9][C:10]=1[C:11]1[CH:16]=[CH:15][C:14]([N:17]2[CH2:22][CH2:21][N:20]([C:23]([O:25][C:26]([CH3:29])([CH3:28])[CH3:27])=[O:24])[CH2:19][CH2:18]2)=[CH:13][CH:12]=1)=[O:5])[CH3:2].[NH2:31][C:32]1[C:33]([CH3:38])=[CH:34][CH:35]=[CH:36][CH:37]=1.C1(P(C2CCCCC2)C2C=CC=CC=2C2C(CCC)=CC(CCC)=CC=2CCC)CCCCC1.C(=O)([O-])[O-].[K+].[K+]>CN(C=O)C.C1C=CC(/C=C/C(/C=C/C2C=CC=CC=2)=O)=CC=1.C1C=CC(/C=C/C(/C=C/C2C=CC=CC=2)=O)=CC=1.C1C=CC(/C=C/C(/C=C/C2C=CC=CC=2)=O)=CC=1.[Pd].[Pd]>[C:33]1([CH3:38])[C:32]([NH:31][C:8]2[O:9][C:10]([C:11]3[CH:16]=[CH:15][C:14]([N:17]4[CH2:22][CH2:21][N:20]([C:23]([O:25][C:26]([CH3:29])([CH3:28])[CH3:27])=[O:24])[CH2:19][CH2:18]4)=[CH:13][CH:12]=3)=[C:6]([C:4]([O:3][CH2:1][CH3:2])=[O:5])[N:7]=2)=[CH:37][CH:36]=[CH:35][CH:34]=1 |f:3.4.5,7.8.9.10.11|. Reported procedure: A mixture of tert-butyl 4-(4-(4-(ethoxycarbonyl)-2-iodooxazol-5-yl)phenyl)piperazine-1-carboxylate (0.06 g, 0.11 mmol), o-toluidine (0.061 ml, 0.57 mmol), tris(dibenzylideneacetone)dipalladium(0) (0.005 g, 0.005 mmol), 2-(dicyclohexylphosphino)-2′,4′,6′-tri-1-propyl-1,1′-biphenyl (0.011 g, 0.02 mmol) and potassium carbonate (0.063 g, 0.46 mmol) in DMF (1.5 ml) was degassed and heated in the microwave at 150° C. for 20 minutes. The reaction mixture was diluted with EtOAc and washed with water (×2... The reactants are FC1=C(C=C(C=C1)OC)C=1C(=NC(=NC1)C#N)OCC(C)C (5-(2-fluoro-5-methoxyphenyl)-4-isobutoxypyrimidine-2-carbonitrile), S(O)(O)(=O)=O (sulfuric acid), C(C)O (ethanol). The solvent is O (water), O (water). Run at temperature 120 celsius, time 1 hour. Yields the product FC1=C(C=C(C=C1)OC)C=1C(=NC(=NC1)C(=O)OCC)OCC(C)C (ethyl 5-(2-fluoro-5-methoxyphenyl)-4-isobutoxypyrimidine-2-carboxylate). Reaction SMILES: [F:1][C:2]1[CH:7]=[CH:6][C:5]([O:8][CH3:9])=[CH:4][C:3]=1[C:10]1[C:11]([O:18][CH2:19][CH:20]([CH3:22])[CH3:21])=[N:12][C:13]([C:16]#N)=[N:14][CH:15]=1.S(=O)(=O)(O)[OH:24].[CH2:28]([OH:30])[CH3:29]>O>[F:1][C:2]1[CH:7]=[CH:6][C:5]([O:8][CH3:9])=[CH:4][C:3]=1[C:10]1[C:11]([O:18][CH2:19][CH:20]([CH3:21])[CH3:22])=[N:12][C:13]([C:16]([O:30][CH2:28][CH3:29])=[O:24])=[N:14][CH:15]=1. Procedure: To a solution of 5-(2-fluoro-5-methoxyphenyl)-4-isobutoxypyrimidine-2-carbonitrile (1.00 g) in ethanol (25 mL) and water (8.3 mL) was added conc. sulfuric acid (25 mL) at 0° C., and the mixture was stirred at 120° C. for 1 hr. To the reaction mixture was added water at 0° C., and the mixture was extracted with ethyl acetate. The extract was washed with water, saturated aqueous sodium hydrogen carbonate solution and saturated brine, and dried over anhydrous magnesium sulfate. The solvent was evap... Reactants: O1CCCC1 (tetrahydrofurane), OCC(CC1=CC=CC=C1)C (1-hydroxy-2-methyl-3-phenylpropane), O1CCCC1 (tetrahydrofurane), CI (methyl iodide), CO (methanol). Solvent: CCOCC (ether). Conditions: time 15 hour. Yields the product COCC(CC1=CC=CC=C1)C (1-methoxy-2-methyl-3-phenylpropane). As a reaction SMILES: O1CCC[CH2:2]1.[OH:6][CH2:7][CH:8]([CH3:16])[CH2:9][C:10]1[CH:15]=[CH:14][CH:13]=[CH:12][CH:11]=1.CI.CO>CCOCC>[CH3:2][O:6][CH2:7][CH:8]([CH3:16])[CH2:9][C:10]1[CH:15]=[CH:14][CH:13]=[CH:12][CH:11]=1. Procedure details: 220 ml (1.9 mole) of KH (35% in oil) were placed, under a N2 -atmosphere, into a 4.5 l reactor and washed 4 times with pentane, in order to remove all traces of oil. 1.5 l of dry tetrahydrofurane were added before the dropwise addition of a solution of 259 g (1.73 mole) of 1-hydroxy-2-methyl-3-phenylpropane and 500 ml of dry tetrahydrofurane. The reaction was stirred for 15 hours at room temperature. Then 285 g (2.01 mole) of methyl iodide were added dropwise over a period of 2 hours, and stirri...